This data is from the Open Reaction Database (ORD), a public repository of structured organic reaction records. The task is: describe an organic reaction: reactants, conditions, products, and yield Reactants: C(C)(=O)O[C@@H]1[C@@]2(CO[C@]([C@@H]([C@H]1OC(C)=O)OC(C)=O)(O2)C2=CC(=C(C=C2)Cl)CBr)COC(C)=O ((1R,2S,3S,4R,5S)-1-(acetoxymethyl)-5-(3-(bromomethyl)-4-chlorophenyl)-6,8-dioxabicyclo[3.2.1]octane-2,3,4-triyl triacetate), C(C)(=O)O[C@@H]1[C@@]2(CO[C@]([C@@H]([C@H]1OC(C)=O)OC(C)=O)(O2)C2=CC(=C(C=C2)Cl)CBr)COC(C)=O ((1R,2S,3S,4R,5S)-1-(acetoxymethyl)-5-(3-(bromomethyl)-4-chlorophenyl)-6,8-dioxabicyclo[3.2.1]octane-2,3,4-triyl triacetate), CC1(OB(OC1(C)C)C1=CC=C(OC2=CC=C(C=C2)C(C)=O)C=C1)C (1-(4-(4-(4,4,5,5-tetramethyl-1,3,2-dioxaborolan-2-yl)phenoxy)phenyl)ethanone), C([O-])([O-])=O.[Na+].[Na+] (sodium carbonate), CN(C)C=O (DMF). Reagents/catalysts: [Pd] (Pd). Run in O (H2O). Reaction conditions: temperature 80 celsius. The product is C(C)(=O)O[C@@H]1[C@@]2(CO[C@]([C@@H]([C@H]1OC(C)=O)OC(C)=O)(O2)C2=CC(=C(C=C2)Cl)CC2=CC=C(C=C2)OC2=CC=C(C=C2)C(C)=O)COC(C)=O ((1R,2S,3S,4R,5S)-1-(acetoxymethyl)-5-(3-(4-(4-acetylphenoxy)benzyl)-4-chlorophenyl)-6,8-dioxabicyclo[3.2.1]octane-2,3,4-triyl triacetate). The yield is 36.6%. RXN SMILES: [C:1]([O:4][C@H:5]1[C@H:11]([O:12][C:13](=[O:15])[CH3:14])[C@@H:10]([O:16][C:17](=[O:19])[CH3:18])[C@:9]2([C:21]3[CH:26]=[CH:25][C:24]([Cl:27])=[C:23]([CH2:28]Br)[CH:22]=3)[O:20][C@@:6]1([CH2:30][O:31][C:32](=[O:34])[CH3:33])[CH2:7][O:8]2)(=[O:3])[CH3:2].CC1(C)C(C)(C)OB([C:43]2[CH:58]=[CH:57][C:46]([O:47][C:48]3[CH:53]=[CH:52][C:51]([C:54](=[O:56])[CH3:55])=[CH:50][CH:49]=3)=[CH:45][CH:44]=2)O1.C(=O)([O-])[O-].[Na+].[Na+].CN(C=O)C>[Pd].O>[C:1]([O:4][C@H:5]1[C@H:11]([O:12][C:13](=[O:15])[CH3:14])[C@@H:10]([O:16][C:17](=[O:19])[CH3:18])[C@:9]2([C:21]3[CH:26]=[CH:25][C:24]([Cl:27])=[C:23]([CH2:28][C:43]4[CH:44]=[CH:45][C:46]([O:47][C:48]5[CH:53]=[CH:52][C:51]([C:54](=[O:56])[CH3:55])=[CH:50][CH:49]=5)=[CH:57][CH:58]=4)[CH:22]=3)[O:20][C@@:6]1([CH2:30][O:31][C:32](=[O:34])[CH3:33])[CH2:7][O:8]2)(=[O:3])[CH3:2] |f:2.3.4|. Reported procedure: To a mixture of (1R,2S,3S,4R,55)-1-(acetoxymethyl)-5-(3-(bromomethyl)-4-chlorophenyl)-6,8-dioxabicyclo[3.2.1]octane-2,3,4-triyl triacetate (1.0 g, 1.77 mmol, Intermediate 2), 1-(4-(4-(4,4,5,5-tetramethyl-1,3,2-dioxaborolan-2-yl)phenoxy)phenyl)ethanone (899.0 mg, 2.66 mmol), Pd (dppf) Cl2 (72 mg, 0.09 mmol) and sodium carbonate (563.0 mg, 5.31 mmol) under nitrogen atmosphere, was added DMF and H2O (9 mL, 1:1). The reaction mixture was heated at 80° C. for 1 h. After the completion of the reaction... Starting materials: [Br-], N#Cc1ccc(C[P+](c2ccccc2)(c2ccccc2)c2ccccc2)cc1, O=C([O-])[O-], CCCC1CCC(CCC2CCC(C=O)CC2)CC1, [K+], [K+], C1COCCO1. Yields the product CCCC1CCC(CCC2CCC(C=Cc3ccc(C#N)cc3)CC2)CC1. As a reaction SMILES: [Br-:20].[C:21](#[N:22])[c:23]1[cH:24][cH:25][c:26]([CH2:27][P+:28]([c:29]2[cH:30][cH:31][cH:32][cH:33][cH:34]2)([c:35]2[cH:36][cH:37][cH:38][cH:39][cH:40]2)[c:41]2[cH:42][cH:43][cH:44][cH:45][cH:46]2)[cH:47][cH:48]1.[C:49](=[O:50])([O-:51])[O-:52].[CH2:1]([CH2:2][CH3:3])[CH:4]1[CH2:5][CH2:6][CH:7]([CH2:10][CH2:11][CH:12]2[CH2:13][CH2:14][CH:15]([CH:18]=[O:19])[CH2:16][CH2:17]2)[CH2:8][CH2:9]1.[K+:53].[K+:54].[O:55]1[CH2:56][CH2:57][O:58][CH2:59][CH2:60]1>>[CH2:1]([CH2:2][CH3:3])[CH:4]1[CH2:5][CH2:6][CH:7]([CH2:10][CH2:11][CH:12]2[CH2:13][CH2:14][CH:15]([CH:18]=[CH:27][c:26]3[cH:25][cH:24][c:23]([C:21]#[N:22])[cH:48][cH:47]3)[CH2:16][CH2:17]2)[CH2:8][CH2:9]1.